Dataset: the Open Reaction Database (ORD), a public repository of structured organic reaction records. Task: describe an organic reaction: reactants, conditions, products, and yield Starting materials: COCCSc1ncnc2cc(OCc3ccccc3)ccc12, O=C(O)C(F)(F)F. Yields the product COCCSc1ncnc2cc(O)ccc12. Reaction SMILES: [CH2:1]([c:2]1[cH:3][cH:4][cH:5][cH:6][cH:7]1)[O:8][c:9]1[cH:10][cH:11][c:12]2[c:13]([S:19][CH2:20][CH2:21][O:22][CH3:23])[n:14][cH:15][n:16][c:17]2[cH:18]1.[F:24][C:25]([F:26])([F:27])[C:28]([OH:29])=[O:30]>>[OH:8][c:9]1[cH:10][cH:11][c:12]2[c:13]([S:19][CH2:20][CH2:21][O:22][CH3:23])[n:14][cH:15][n:16][c:17]2[cH:18]1. The reactants are [Rh] (rhodium), C(C1=CC=CC=C1)P(CC1=CC=CC=C1)CC1=CC=CC=C1 (tribenzylphosphine). Solvent: CC(C)C(C(C)(C)COC(=O)C(C)C)O (Texanol). Reaction conditions: temperature 125 celsius, time 7 hour. Yields the product [Rh].C(C1=CC=CC=C1)P(CC1=CC=CC=C1)CC1=CC=CC=C1 (Rhodium Tribenzylphosphine). Reaction SMILES: [Rh:1].[CH2:2]([P:9]([CH2:17][C:18]1[CH:23]=[CH:22][CH:21]=[CH:20][CH:19]=1)[CH2:10][C:11]1[CH:16]=[CH:15][CH:14]=[CH:13][CH:12]=1)[C:3]1[CH:8]=[CH:7][CH:6]=[CH:5][CH:4]=1>CC(C(O)C(COC(C(C)C)=O)(C)C)C>[Rh:1].[CH2:17]([P:9]([CH2:2][C:3]1[CH:8]=[CH:7][CH:6]=[CH:5][CH:4]=1)[CH2:10][C:11]1[CH:12]=[CH:13][CH:14]=[CH:15][CH:16]=1)[C:18]1[CH:19]=[CH:20][CH:21]=[CH:22][CH:23]=1 |f:3.4|. Reported procedure: A catalyst charge comprised of 31.25 mg of rhodium (as rhodium 2-ethylhexanoate) and varying amounts of tribenzylphosphine (as noted in Table 3) dissolved in 0.2 liter of Texanol® solvent was charged to the reactor system described above. The reactor was maintained at 125° C. and operated continuously for seven hours. The reaction was conducted according to the general procedure set forth above. Operating parameters and reaction results are set forth in Table 3. Reactants: N1CC(C(=O)O)CCC1 (Nipecotic acid), C(C)(=O)OC(C)=O (acetic anhydride). Product: C(C)(=O)N1CC(C(=O)O)CCC1 (1-N-ACETYLNIPECOTIC ACID). Isolated yield 97.4%. RXN SMILES: [NH:1]1[CH2:9][CH2:8][CH2:7][CH:3]([C:4]([OH:6])=[O:5])[CH2:2]1.[C:10](OC(=O)C)(=[O:12])[CH3:11]>>[C:10]([N:1]1[CH2:9][CH2:8][CH2:7][CH:3]([C:4]([OH:6])=[O:5])[CH2:2]1)(=[O:12])[CH3:11]. Procedure: Nipecotic acid (3.87 grams) (30.0 mmoles) was reacted with acetic anhydride (9.17 grams) (90 mmoles) as described in Preparative Example 13A to give the title compound (Yield: 5.0 grams, 97%, MH+ 172). The reactants are O1C(COC2=C1C=CC=C2)CN2CC(CCC2)(C)COS(=O)(=O)C (methanesulfonic acid 1-(2,3-dihydrobenzo[1,4]dioxin-2-ylmethyl)-3-methylpiperidin-3-ylmethyl ester), C(=O)([O-])[O-].[K+].[K+] (K2CO3), C(C(F)(F)F)O (trifluoroethanol). The solvent is O (Water). Product: O1C(COC2=C1C=CC=C2)CN2CC(CCC2)(COCC(F)(F)F)C (1-(2,3-Dihydrobenzo[1,4]dioxin-2-ylmethyl)-3-methyl-3-(2,2,2-trifluoroethoxymethyl)-piperidine). As a reaction SMILES: [O:1]1[C:6]2[CH:7]=[CH:8][CH:9]=[CH:10][C:5]=2[O:4][CH2:3][CH:2]1[CH2:11][N:12]1[CH2:17][CH2:16][CH2:15][C:14]([CH2:19][O:20]S(C)(=O)=O)([CH3:18])[CH2:13]1.C([O-])([O-])=O.[K+].[K+].[CH2:31](O)[C:32]([F:35])([F:34])[F:33]>O>[O:1]1[C:6]2[CH:7]=[CH:8][CH:9]=[CH:10][C:5]=2[O:4][CH2:3][CH:2]1[CH2:11][N:12]1[CH2:17][CH2:16][CH2:15][C:14]([CH3:18])([CH2:19][O:20][CH2:31][C:32]([F:35])([F:34])[F:33])[CH2:13]1 |f:1.2.3|. Procedure: A mixture of methanesulfonic acid 1-(2,3-dihydrobenzo[1,4]dioxin-2-ylmethyl)-3-methylpiperidin-3-ylmethyl ester (0.35 g, 0.98 mmol), K2CO3 (0.68 g) and trifluoroethanol (4 ml) was irradiated in a microwave reactor at 150° C. for 10 min. Water was added and the reaction mixture was extracted with DCM (2×20 ml). The combined organic phases were dried over Na2SO4, filtered and the filtrate was evaporated to give the title compound, which was purified by column chromatography (DCM/MeOH, 90:10).